This data is from the Open Reaction Database (ORD), a public repository of structured organic reaction records. The task is: describe an organic reaction: reactants, conditions, products, and yield Starting materials: CCOC(=O)C1CCC(N(Cc2ccccc2)Cc2ccccc2)CC1, [Na+], [OH-], O, O=S(=O)(O)O. The product is O=C(O)C1CCC(N(Cc2ccccc2)Cc2ccccc2)CC1. As a reaction SMILES: [CH2:1]([c:2]1[cH:3][cH:4][cH:5][cH:6][cH:7]1)[N:8]([CH:9]1[CH2:10][CH2:11][CH:12]([C:15](=[O:16])[O:17][CH2:18][CH3:19])[CH2:13][CH2:14]1)[CH2:20][c:21]1[cH:22][cH:23][cH:24][cH:25][cH:26]1.[Na+:33].[OH-:32].[OH2:34].[S:27](=[O:28])(=[O:29])([OH:30])[OH:31]>>[CH2:1]([c:2]1[cH:3][cH:4][cH:5][cH:6][cH:7]1)[N:8]([CH:9]1[CH2:10][CH2:11][CH:12]([C:15](=[O:16])[OH:17])[CH2:13][CH2:14]1)[CH2:20][c:21]1[cH:22][cH:23][cH:24][cH:25][cH:26]1.